This data is from the Open Reaction Database (ORD), a public repository of structured organic reaction records. The task is: describe an organic reaction: reactants, conditions, products, and yield Starting materials: CC=1C=C(C=CC1)C(CC(C(F)(F)F)=O)=O (1-(3-methyl-phenyl)-4,4,4-trifluoro-butane-1,3-dione), 3-methyl-acetophenone, NC1=NNC=C1C#N (3-amino-4-cyano-pyrazole). Product: CC=1C=C(C=CC1)C1=NC=2N(C(=C1)C(F)(F)F)N=CC2C#N (5-(3-Methyl-phenyl)-7-trifluoromethyl-pyrazolo[1,5-a]pyrimidine-3-carbonitrile). Isolated yield 54.3%. Reaction SMILES: [CH3:1][C:2]1[CH:3]=[C:4]([C:8](=O)[CH2:9][C:10](=O)[C:11]([F:14])([F:13])[F:12])[CH:5]=[CH:6][CH:7]=1.[NH2:17][C:18]1[C:22]([C:23]#[N:24])=[CH:21][NH:20][N:19]=1>>[CH3:1][C:2]1[CH:3]=[C:4]([C:8]2[CH:9]=[C:10]([C:11]([F:14])([F:13])[F:12])[N:19]3[N:20]=[CH:21][C:22]([C:23]#[N:24])=[C:18]3[N:17]=2)[CH:5]=[CH:6][CH:7]=1. Procedure: Reaction of 1-(3-methyl-phenyl)-4,4,4-trifluoro-butane-1,3-dione (230 mg, 1.0 mmol), prepared from commercially available 3-methyl-acetophenone according to general procedure A, and 3-amino-4-cyano-pyrazole (108 mg, 1.0 mmol) according to general procedure B yielded the title compound as a yellow solid (164 mg, 54%). MS (ISP) 303.2 [(M+H)+]; mp 202° C. The reactants are ClC1=C(C=CC=C1)C=1C(=NC2=CC=CC(=C2N1)I)CN1C(C2=CC=CC=C2C1=O)=O (2-((3-(2-chlorophenyl)-5-iodoquinoxalin-2-yl)methyl)-isoindoline-1,3-dione), C(C)O (ethanol), NN (hydrazine). Conditions: time 30 minute. Product: ClC1=C(C=CC=C1)C=1C(=NC2=CC=CC(=C2N1)I)CN ((3-(2-chlorophenyl)-5-iodoquinoxalin-2-yl)methanamine). As a reaction SMILES: [Cl:1][C:2]1[CH:7]=[CH:6][CH:5]=[CH:4][C:3]=1[C:8]1[C:9]([CH2:19][N:20]2C(=O)C3C(=CC=CC=3)C2=O)=[N:10][C:11]2[C:16]([N:17]=1)=[C:15]([I:18])[CH:14]=[CH:13][CH:12]=2.C(O)C.NN>>[Cl:1][C:2]1[CH:7]=[CH:6][CH:5]=[CH:4][C:3]=1[C:8]1[C:9]([CH2:19][NH2:20])=[N:10][C:11]2[C:16]([N:17]=1)=[C:15]([I:18])[CH:14]=[CH:13][CH:12]=2. Procedure details: To a suspension of 2-((3-(2-chlorophenyl)-5-iodoquinoxalin-2-yl)methyl)-isoindoline-1,3-dione (0.7028 g, 1.337 mmol) in ethanol (12.00 mL, 1.337 mmol) was added hydrazine, anhydrous (0.4196 mL, 13.37 mmol), and the mixture was stirred under reflux. After 30 min, the mixture was cooled to room temperature. The mixture was concentrated under reduced pressure. The residue was purified by column chromatography on a 80 g of Redi-Sep™ column using 0% to 50% gradient of CH2Cl2:MeOH:NH4OH (89:9:1) in CH... The reactants are FC1=C(C(=O)N=C=O)C(=CC=C1)F (2,6-difluorobenzoylisocyanate), NC1=CC=C(C=C1)C#C (4-aminophenylacetylene). The solvent is CCOCC (ether). The product is C(#C)C1=CC=C(C=C1)NC(=O)NC(C1=C(C=CC=C1F)F)=O (N-(4-ethynylphenyl)-N'-(2,6-difluorobenzoyl)urea), Compound 1. Reaction SMILES: [F:1][C:2]1[CH:12]=[CH:11][CH:10]=[C:9]([F:13])[C:3]=1[C:4]([N:6]=[C:7]=[O:8])=[O:5].[NH2:14][C:15]1[CH:20]=[CH:19][C:18]([C:21]#[CH:22])=[CH:17][CH:16]=1>CCOCC>[C:21]([C:18]1[CH:19]=[CH:20][C:15]([NH:14][C:7]([NH:6][C:4](=[O:5])[C:3]2[C:2]([F:1])=[CH:12][CH:11]=[CH:10][C:9]=2[F:13])=[O:8])=[CH:16][CH:17]=1)#[CH:22]. Reported procedure: With stirring, 3.2 g of 2,6-difluorobenzoylisocyanate are added dropwise to a ready prepared mixture of 2 g of 4-aminophenylacetylene in 20 ml of absolute ether. The precipitate is filtered with suction after 2 hours and recrystallised from ethanol, yielding N-(4-ethynylphenyl)-N'-(2,6-difluorobenzoyl)urea with a melting point of 213°-217° C. (Compound 1). Reactants: FC1=CC=C(C=C1)C(CCCN1CC2=C(N3C4=C(C=CC(=C24)C(F)(F)F)OCC3)CC1)=O (1-(4-Fluorophenyl)-4-(6-(trifluoromethyl)-1,2,9,10-tetrahydro[1,4]oxazino[2,3,4-hi]pyrido[4,3-b]indol-8(7H)-yl)-1-butanone), C(CO)O (ethylene glycol), CC=1C=CC(=CC1)S(=O)(=O)O (p-TsOH). Solvent: C1(=CC=CC=C1)C (toluene). The product is FC1=CC=C(C=C1)C1(OCCO1)CCCN1CC2=C(N3C4=C(C=CC(=C24)C(F)(F)F)SCC3)CC1 (8-{3-[2-(4-fluorophenyl)-1,3-dioxolan-2-yl]propyl}-6-(trifluoromethyl)-1,2,7,8,9,10-hexahydropyrido[4,3-b][1,4]thiazino[2,3,4-hi]indole). Reaction SMILES: [F:1][C:2]1[CH:7]=[CH:6][C:5]([C:8](=[O:32])[CH2:9][CH2:10][CH2:11][N:12]2[CH2:31][CH2:30][C:15]3[N:16]4CCO[C:18]5[CH:19]=[CH:20][C:21]([C:23]([F:26])([F:25])[F:24])=[C:22]([C:17]4=5)[C:14]=3[CH2:13]2)=[CH:4][CH:3]=1.[CH2:33]([OH:36])[CH2:34]O.CC1C=[CH:40][C:41]([S:44](O)(=O)=O)=CC=1>C1(C)C=CC=CC=1>[F:1][C:2]1[CH:3]=[CH:4][C:5]([C:8]2([CH2:9][CH2:10][CH2:11][N:12]3[CH2:31][CH2:30][C:15]4[N:16]5[CH2:40][CH2:41][S:44][C:18]6[CH:19]=[CH:20][C:21]([C:23]([F:26])([F:24])[F:25])=[C:22]([C:17]5=6)[C:14]=4[CH2:13]3)[O:36][CH2:33][CH2:34][O:32]2)=[CH:6][CH:7]=1. Reported procedure: 1-(4-Fluorophenyl)-4-(6-(trifluoromethyl)-1,2,9,10-tetrahydro[1,4]oxazino[2,3,4-hi]pyrido[4,3-b]indol-8(7H)-yl)-1-butanone (70 mg, 0.15 mmol) and ethylene glycol (10.4 mg, 0.17 mmol) were mixed together in anhydrous toluene (5 mL) in a round bottom flask equipped with a Dean-Stark apparatus and 3 Å molecular sieves. A few crystals of p-TsOH were added and reaction was heated to reflux for 5 hours. The reaction mixture was concentrated under reduced pressure and then extracted with dichloromethan... Reaction conditions: time 2 day. Run in C(C)O (ethanol). Procedure: To a stirred suspension of 5-chloro-1H-pyrrolo[2,3-c]pyridine-2-carboxylic acid [2-(4-fluorophenyl)-2-oxoethyl]amide EXAMPLE 48 (0.05 g, 151 mmol) in ethanol (5 mL, absolute) was added polymer-supported borohydride (2.5 mmol/g, 0.09 g, 226 mmol) and the mixture sonicated with gentle warming until the ketone had dissolved. The reaction mixture was stirred for 2 days at rt then filtered, washing with methanol. The filtrate was evaporated to dryness in vacuo to give a colourless oil. Purification v... The product is CCCC(C)C (isohexane), FC1=CC=C(C=C1)C(CNC(=O)C1=CC=2C(=CN=C(C2)Cl)N1)O (5-Chloro-1H-pyrrolo[2,3-c]pyridine-2-carboxylic acid [2-(4-fluorophenyl)-2-hydroxyethyl]amide). Reactants: [BH4-] (borohydride), ketone, FC1=CC=C(C=C1)C(CNC(=O)C1=CC=2C(=CN=C(C2)Cl)N1)=O (5-chloro-1H-pyrrolo[2,3-c]pyridine-2-carboxylic acid [2-(4-fluorophenyl)-2-oxoethyl]amide), EXAMPLE 48. RXN SMILES: [F:1][C:2]1[CH:7]=[CH:6][C:5]([C:8](=[O:23])[CH2:9][NH:10][C:11]([C:13]2[NH:22][C:16]3=[CH:17][N:18]=[C:19]([Cl:21])[CH:20]=[C:15]3[CH:14]=2)=[O:12])=[CH:4][CH:3]=1.[BH4-]>C(O)C>[CH3:2][CH2:3][CH2:4][CH:5]([CH3:8])[CH3:6].[F:1][C:2]1[CH:7]=[CH:6][C:5]([CH:8]([OH:23])[CH2:9][NH:10][C:11]([C:13]2[NH:22][C:16]3=[CH:17][N:18]=[C:19]([Cl:21])[CH:20]=[C:15]3[CH:14]=2)=[O:12])=[CH:4][CH:3]=1.